Dataset: the Open Reaction Database (ORD), a public repository of structured organic reaction records. Task: describe an organic reaction: reactants, conditions, products, and yield Product: C(C)(=O)N[C@H]1C(O)O[C@@H]([C@H]([C@@H]1O)O)CO (N-Acetylglucosamine). Reported procedure: D-glucosamine hydrochloride (100 g, 0.46 mol) is added to a 0.6M solution of MeONa/MeOH and stirred for 5 minutes. Acetic anhydride (48 ml) is then added, and after 30 minutes a white precipitate appears, which is filtered and washed with cold ethanol. The liquor is recrystallised from absolute ethanol, obtaining 79.3 g of the compound (quantitative). Reaction conditions: time 5 minute. Reaction SMILES: Cl.[OH:2][CH:3]1[O:11][C@H:10]([CH2:12][OH:13])[C@@H:8]([OH:9])[C@H:6]([OH:7])[C@H:4]1[NH2:5].CO[Na].CO.[C:19](OC(=O)C)(=[O:21])[CH3:20]>>[C:19]([NH:5][C@@H:4]1[C@@H:6]([OH:7])[C@H:8]([OH:9])[C@@H:10]([CH2:12][OH:13])[O:11][CH:3]1[OH:2])(=[O:21])[CH3:20] |f:0.1,2.3|. Reactants: Cl.OC1[C@H](N)[C@@H](O)[C@H](O)[C@H](O1)CO (D-glucosamine hydrochloride), solution, CO[Na].CO (MeONa MeOH), C(C)(=O)OC(C)=O (Acetic anhydride). Reactants: COC(C(C(C1=CC=C(C=C1)F)Cl)=O)=O (3-chloro-3-(4-fluoro-phenyl)-2-oxo-propionic acid methylester), CC=1C=C(C=O)C=CC1 (3-methylbenzaldehyde), FC1=CC=C(C=O)C=C1 (4-fluorobenzaldehyde). Product: COC(C(C(C=1C=C(C=CC1)C)Cl)=O)=O (3-chloro-2-oxo-3-m-tolyl-propionic acid methylester). As a reaction SMILES: [CH3:1][O:2][C:3](=[O:15])[C:4](=[O:14])[CH:5]([Cl:13])[C:6]1[CH:11]=[CH:10][C:9](F)=[CH:8][CH:7]=1.[CH3:16]C1C=C(C=CC=1)C=O.FC1C=CC(C=O)=CC=1>>[CH3:1][O:2][C:3](=[O:15])[C:4](=[O:14])[CH:5]([Cl:13])[C:6]1[CH:11]=[C:10]([CH3:16])[CH:9]=[CH:8][CH:7]=1. Reported procedure: This compound was synthesised as 3-chloro-3-(4-fluoro-phenyl)-2-oxo-propionic acid methylester but using 3-methylbenzaldehyde instead 4-fluorobenzaldehyde.